This data is from the Open Reaction Database (ORD), a public repository of structured organic reaction records. The task is: describe an organic reaction: reactants, conditions, products, and yield Starting materials: CCOC(C)=O, C=COCCONC(=O)c1nc2c(ncn2C)c(F)c1Nc1ccc(Br)cc1F, Cl, [Na+], O=C([O-])O. The product is Cn1cnc2c(F)c(Nc3ccc(Br)cc3F)c(C(=O)NOCCO)nc21. RXN SMILES: [CH3:36][CH2:37][O:38][C:39]([CH3:40])=[O:41].[CH:1](=[CH2:2])[O:3][CH2:4][CH2:5][O:6][NH:7][C:8](=[O:9])[c:10]1[c:11]([NH:21][c:22]2[c:23]([F:29])[cH:24][c:25]([Br:28])[cH:26][cH:27]2)[c:12]([F:20])[c:13]2[c:14]([n:15]1)[n:16]([CH3:19])[cH:17][n:18]2.[ClH:30].[Na+:35].[O-:31][C:32]([OH:33])=[O:34]>>[OH:3][CH2:4][CH2:5][O:6][NH:7][C:8](=[O:9])[c:10]1[c:11]([NH:21][c:22]2[c:23]([F:29])[cH:24][c:25]([Br:28])[cH:26][cH:27]2)[c:12]([F:20])[c:13]2[c:14]([n:15]1)[n:16]([CH3:19])[cH:17][n:18]2. Starting materials: C1CCNCC1, CC(=O)O, CC(Cl)Cl, ClCCl, O=Cc1cccc(Nc2ncc(-c3ccccc3)s2)n1. Yields the product c1ccc(-c2cnc(Nc3cccc(CN4CCCCC4)n3)s2)cc1. Reaction SMILES: [CH2:21]1[CH2:22][CH2:23][NH:24][CH2:25][CH2:26]1.[CH3:27][C:28](=[O:29])[OH:30].[Cl:31][CH:32]([Cl:33])[CH3:34].[Cl:35][CH2:36][Cl:37].[c:1]1(-[c:7]2[cH:8][n:9][c:10]([NH:12][c:13]3[cH:14][cH:15][cH:16][c:17]([CH:19]=[O:20])[n:18]3)[s:11]2)[cH:2][cH:3][cH:4][cH:5][cH:6]1>>[c:1]1(-[c:7]2[cH:8][n:9][c:10]([NH:12][c:13]3[cH:14][cH:15][cH:16][c:17]([CH2:19][N:24]4[CH2:23][CH2:22][CH2:21][CH2:26][CH2:25]4)[n:18]3)[s:11]2)[cH:2][cH:3][cH:4][cH:5][cH:6]1. Starting materials: CC(=O)O, O=[N+]([O-])c1ccc(-n2cccc2)c(Cl)c1, [Fe], O. Product: Nc1ccc(-n2cccc2)c(Cl)c1. RXN SMILES: [CH3:16][C:17](=[O:18])[OH:19].[Cl:1][c:2]1[c:3](-[n:11]2[cH:12][cH:13][cH:14][cH:15]2)[cH:4][cH:5][c:6]([N+:8]([O-:9])=[O:10])[cH:7]1.[Fe:21].[OH2:20]>>[Cl:1][c:2]1[c:3](-[n:11]2[cH:12][cH:13][cH:14][cH:15]2)[cH:4][cH:5][c:6]([NH2:8])[cH:7]1. Reactants: ClC1=C(SC=C1)C=1C(=NN2C1N=C(C=C2C(CC)CC)C)C (3-(3-chloro-thiophene-2-yl)-7-(1-ethyl-propyl)-2,5-dimethyl-pyrazolo[1,5-a]pyrimidine), BrN1C(CCC1=O)=O (N-bromosuccinimide). Run in ClCCl (dichloromethane), ClCCl (dichloromethane). Run at time 2 hour. Product: BrC1=CC(=C(S1)C=1C(=NN2C1N=C(C=C2C(CC)CC)C)C)Cl (3-(5-Bromo-3-chloro-thiophene-2-yl)-7-(1-ethyl-propyl)-2,5-dimethyl-pyrazolo[1,5-a]pyrimidine). As a reaction SMILES: [Cl:1][C:2]1[CH:6]=[CH:5][S:4][C:3]=1[C:7]1[C:8]([CH3:22])=[N:9][N:10]2[C:15]([CH:16]([CH2:19][CH3:20])[CH2:17][CH3:18])=[CH:14][C:13]([CH3:21])=[N:12][C:11]=12.[Br:23]N1C(=O)CCC1=O>ClCCl>[Br:23][C:5]1[S:4][C:3]([C:7]2[C:8]([CH3:22])=[N:9][N:10]3[C:15]([CH:16]([CH2:17][CH3:18])[CH2:19][CH3:20])=[CH:14][C:13]([CH3:21])=[N:12][C:11]=23)=[C:2]([Cl:1])[CH:6]=1. Procedure: Dissolve 3-(3-chloro-thiophene-2-yl)-7-(1-ethyl-propyl)-2,5-dimethyl-pyrazolo[1,5-a]pyrimidine (1.16 g, 3.5 mmol) in dichloromethane (15 mL) and add N-bromosuccinimide (0.69 g, 3.85 mmol) in one aliquot. Stir 2 h under an inert atmosphere and confirm the reaction is complete using TLC. Dilute the reaction with dichloromethane (50 mL), wash with water (75 mL), brine (50 mL), dry over anhydrous magnesium sulfate, filter, and concentrate under reduced pressure to give a yellow solid (1.56 g, quanta... Starting materials: Cl (Hydrochloric acid), [H-].[Na+] (Sodium hydride), [Si](C)(C)(C(C)(C)C)OC1C(NCC1(C)C)=O (3-{[tert-butyl(dimethyl)silyl]oxy}-4,4-dimethyl-2-pyrrolidinone), ClC(=O)OCC1=CC=CC=C1 (benzyl chloroformate). Run in [Cl-].[Na+] (sodium chloride), ClCCl (dichloromethane), O1CCCC1 (tetrahydrofuran). Run at time 10 minute. The product is [Si](C)(C)(C(C)(C)C)OC1C(N(CC1(C)C)C(=O)OCC1=CC=CC=C1)=O (benzyl 3-{[tert-butyl(dimethyl)silyl]oxy}-4,4-dimethyl-2-oxo-1-pyrrolidinecarboxylate). The yield is 93.9%. Reaction SMILES: [H-].[Na+].[Si:3]([O:10][CH:11]1[C:15]([CH3:17])([CH3:16])[CH2:14][NH:13][C:12]1=[O:18])([C:6]([CH3:9])([CH3:8])[CH3:7])([CH3:5])[CH3:4].Cl[C:20]([O:22][CH2:23][C:24]1[CH:29]=[CH:28][CH:27]=[CH:26][CH:25]=1)=[O:21].Cl>O1CCCC1.[Cl-].[Na+].ClCCl>[Si:3]([O:10][CH:11]1[C:15]([CH3:17])([CH3:16])[CH2:14][N:13]([C:20]([O:22][CH2:23][C:24]2[CH:29]=[CH:28][CH:27]=[CH:26][CH:25]=2)=[O:21])[C:12]1=[O:18])([C:6]([CH3:9])([CH3:8])[CH3:7])([CH3:5])[CH3:4] |f:0.1,6.7|. Reported procedure: Sodium hydride (39 mg, 0.97 mmol) was added to a solution of 3-{[tert-butyl(dimethyl)silyl]oxy}-4,4-dimethyl-2-pyrrolidinone (214 mg, 0.880 mmol) in anhydrous tetrahydrofuran (6 mL) under nitrogen at 0° C. After 10 min, benzyl chloroformate (0.200 mL, 1.32 mmol) was added, and the mixture was allowed to warm to room temperature. After 24 h, the mixture was diluted with saturated aqueous sodium chloride (30 mL) and dichloromethane (30 mL). Hydrochloric acid (10 mL, 1 N) was then added, and the tw... Reaction SMILES: [F:1][C:2]([F:20])([F:19])[O:3][C:4]1[CH:9]=[CH:8][C:7]([C:10]#[C:11][CH2:12][C:13]2([CH2:17][OH:18])[CH2:16][CH2:15][CH2:14]2)=[CH:6][CH:5]=1.[CH3:21][S:22](Cl)(=[O:24])=[O:23]>>[F:1][C:2]([F:19])([F:20])[O:3][C:4]1[CH:5]=[CH:6][C:7]([C:10]#[C:11][CH2:12][C:13]2([CH2:17][O:18][S:22]([CH3:21])(=[O:24])=[O:23])[CH2:14][CH2:15][CH2:16]2)=[CH:8][CH:9]=1. Procedure details: In analogy to the procedure described in example 1G], {1-[3-(4-trifluoromethoxy-phenyl)-prop-2-ynyl]-cyclobutyl}-methanol and methanesulfonyl chloride gave the title compound as yellow oil. Product: FC(OC1=CC=C(C=C1)C#CCC1(CCC1)COS(=O)(=O)C)(F)F (Methanesulfonic acid 1-[3-(4-trifluoromethoxy-phenyl)-prop-2-ynyl]-cyclobutylmethyl ester). The reactants are FC(OC1=CC=C(C=C1)C#CCC1(CCC1)CO)(F)F ({1-[3-(4-trifluoromethoxy-phenyl)-prop-2-ynyl]-cyclobutyl}-methanol), CS(=O)(=O)Cl (methanesulfonyl chloride). The reactants are FC1=CC=C(C=C1)CCC(=O)C1=CC(=C(N1)C)C (5-[3-(4-fluorophenyl)propionyl]-2,3-dimethylpyrrole), CC1C(C1)CBr (2-methylcyclopropylmethyl bromide). Product: FC1=CC=C(C=C1)CCC(=O)C1=CC(=C(N1CC1C(C1)C)C)C (5-[3-(4-Fluorophenyl)propionyl]-2,3-dimethyl-1-(2-methylcyclopropylmethyl)-pyrrole). Isolated yield 74.2%. RXN SMILES: [F:1][C:2]1[CH:7]=[CH:6][C:5]([CH2:8][CH2:9][C:10]([C:12]2[NH:16][C:15]([CH3:17])=[C:14]([CH3:18])[CH:13]=2)=[O:11])=[CH:4][CH:3]=1.[CH3:19][CH:20]1[CH2:22][CH:21]1[CH2:23]Br>>[F:1][C:2]1[CH:3]=[CH:4][C:5]([CH2:8][CH2:9][C:10]([C:12]2[N:16]([CH2:19][CH:20]3[CH2:22][CH:21]3[CH3:23])[C:15]([CH3:17])=[C:14]([CH3:18])[CH:13]=2)=[O:11])=[CH:6][CH:7]=1. Procedure details: The title compound was prepared as a pale yellow oil in 74.20% yield in a similar procedure to that described in Referential Example 97 by using 5-[3-(4-fluorophenyl)propionyl]-2,3-dimethylpyrrole and 2-methylcyclopropylmethyl bromide.